From a dataset of the Open Reaction Database (ORD), a public repository of structured organic reaction records. describe an organic reaction: reactants, conditions, products, and yield The reactants are ClCC=1NC(=C(C(C1C(=O)OCC)C1=CC(=CC=C1)[N+](=O)[O-])C(=O)OCC)C (2-chloromethyl-3,5-dicarboethoxy-4-(m-nitrophenyl)-6-methyl-1,4-dihydropyridine), C1(=CC=CC=C1)P(C1=CC=CC=C1)C1=CC=CC=C1 (triphenylphosphine). Run in CC#N (CH3CN). Product: [Cl-].CC1=C(C(C(=C(N1)C[P+](C1=CC=CC=C1)(C1=CC=CC=C1)C1=CC=CC=C1)C(=O)OCC)C1=CC(=CC=C1)[N+](=O)[O-])C(=O)OCC ([6-methyl-3,5-dicarboethoxy-4-(m-nitrophenyl)-1,4-dihydropyridin-2-yl]methyltriphenylphosphonium chloride). Yield: 66.0%. Reaction SMILES: [Cl:1][CH2:2][C:3]1[NH:4][C:5]([CH3:28])=[C:6]([C:23]([O:25][CH2:26][CH3:27])=[O:24])[CH:7]([C:14]2[CH:19]=[CH:18][CH:17]=[C:16]([N+:20]([O-:22])=[O:21])[CH:15]=2)[C:8]=1[C:9]([O:11][CH2:12][CH3:13])=[O:10].[C:29]1([P:35]([C:42]2[CH:47]=[CH:46][CH:45]=[CH:44][CH:43]=2)[C:36]2[CH:41]=[CH:40][CH:39]=[CH:38][CH:37]=2)[CH:34]=[CH:33][CH:32]=[CH:31][CH:30]=1>CC#N>[Cl-:1].[CH3:28][C:5]1[NH:4][C:3]([CH2:2][P+:35]([C:36]2[CH:37]=[CH:38][CH:39]=[CH:40][CH:41]=2)([C:42]2[CH:47]=[CH:46][CH:45]=[CH:44][CH:43]=2)[C:29]2[CH:30]=[CH:31][CH:32]=[CH:33][CH:34]=2)=[C:8]([C:9]([O:11][CH2:12][CH3:13])=[O:10])[CH:7]([C:14]2[CH:19]=[CH:18][CH:17]=[C:16]([N+:20]([O-:22])=[O:21])[CH:15]=2)[C:6]=1[C:23]([O:25][CH2:26][CH3:27])=[O:24] |f:3.4|. Reported procedure: A mixture of 2-chloromethyl-3,5-dicarboethoxy-4-(m-nitrophenyl)-6-methyl-1,4-dihydropyridine (6 g) and triphenylphosphine (4 g) in CH3CN (60 ml) is heated to reflux temperature for six hours, then it is evaporated in vacuum and the residue crystallized from EtOH to give 6.5 g of [6-methyl-3,5-dicarboethoxy-4-(m-nitrophenyl)-1,4-dihydropyridin-2-yl]methyltriphenylphosphonium chloride, m.p. 225°-227° C.